The task is: describe an organic reaction: reactants, conditions, products, and yield. This data is from the Open Reaction Database (ORD), a public repository of structured organic reaction records. Starting materials: CC(=O)c1sc2ccccc2c1Br, CCCC[Sn](CCCC)(CCCC)c1nc(N2CCOCC2)c2sc(CN3CCC(N(C)C)CC3)cc2n1. Product: CC(=O)c1sc2ccccc2c1-c1nc(N2CCOCC2)c2sc(CN3CCC(N(C)C)CC3)cc2n1. As a reaction SMILES: [Br:39][c:40]1[c:41]2[c:42]([s:43][c:44]1[C:45]([CH3:46])=[O:47])[cH:48][cH:49][cH:50][cH:51]2.[CH3:1][N:2]([CH:3]1[CH2:4][CH2:5][N:6]([CH2:9][c:10]2[cH:11][c:12]3[n:13][c:14]([Sn:25]([CH2:26][CH2:27][CH2:28][CH3:29])([CH2:30][CH2:31][CH2:32][CH3:33])[CH2:34][CH2:35][CH2:36][CH3:37])[n:15][c:16]([N:19]4[CH2:20][CH2:21][O:22][CH2:23][CH2:24]4)[c:17]3[s:18]2)[CH2:7][CH2:8]1)[CH3:38]>>[CH3:1][N:2]([CH:3]1[CH2:4][CH2:5][N:6]([CH2:9][c:10]2[cH:11][c:12]3[n:13][c:14](-[c:40]4[c:41]5[c:42]([s:43][c:44]4[C:45]([CH3:46])=[O:47])[cH:48][cH:49][cH:50][cH:51]5)[n:15][c:16]([N:19]4[CH2:20][CH2:21][O:22][CH2:23][CH2:24]4)[c:17]3[s:18]2)[CH2:7][CH2:8]1)[CH3:38].